Dataset: the Open Reaction Database (ORD), a public repository of structured organic reaction records. Task: describe an organic reaction: reactants, conditions, products, and yield Isolated yield 50.6%. Solvent: CN(C(C)=O)C (N,N-dimethylacetamide). Reactants: FC(S(=O)(=O)OC1=C(C(N(C=C1)CC1=CC(=CC=C1)F)=O)Br)(F)F (3-bromo-1-(3-fluorobenzyl)-2-oxo-1,2-dihydropyridin-4-yl trifluoromethanesulfonate), [K+].[Br-] (KBr), 18-Crown-6-. Product: BrC=1C(N(C=CC1Br)CC1=CC(=CC=C1)F)=O (3,4-dibromo-1-(3-fluorobenzyl)pyridin-2(1H)-one). Procedure: 3-bromo-1-(3-fluorobenzyl)-2-oxo-1,2-dihydropyridin-4-yl trifluoromethanesulfonate (2.00 g, 4.65 mmol), KBr (5.53 g, 46.49 mmol), and 18-Crown-6-(0.10 g, 0.38 mmol) were dissolved in N,N-dimethylacetamide (26 mL). The reaction mixture was then heated at reflux for 16 hours. The reaction was concentrated and the resulting residue was partition between water (50 mL) and ethyl acetate (3×50 mL). The combined organics were washed with H2O (2×30 mL), brine (50 mL), dried over MgSO4, concentrated, and... As a reaction SMILES: FC(F)(F)S(O[C:7]1[CH:12]=[CH:11][N:10]([CH2:13][C:14]2[CH:19]=[CH:18][CH:17]=[C:16]([F:20])[CH:15]=2)[C:9](=[O:21])[C:8]=1[Br:22])(=O)=O.[K+].[Br-:26]>CN(C)C(=O)C>[Br:22][C:8]1[C:9](=[O:21])[N:10]([CH2:13][C:14]2[CH:19]=[CH:18][CH:17]=[C:16]([F:20])[CH:15]=2)[CH:11]=[CH:12][C:7]=1[Br:26] |f:1.2|. Solvent: C(C)#N (acetonitrile). Product: C(C1=CC=CC=C1)OC(NC1=CC=C(C=C1)CCCC=1NC=CN1)=O (benzyl(4-(3-(1H-imidazol-2-yl)propyl)phenyl)carbamate). RXN SMILES: [CH2:1]([O:8][C:9](=[O:25])[NH:10][C:11]1[CH:16]=[CH:15][C:14]([CH2:17][CH2:18][CH2:19][C:20]2[NH:21][CH2:22][CH2:23][N:24]=2)=[CH:13][CH:12]=1)[C:2]1[CH:7]=[CH:6][CH:5]=[CH:4][CH:3]=1.[Mn]([O-])(=O)(=O)=O.[K+].CO>C(#N)C>[CH2:1]([O:8][C:9](=[O:25])[NH:10][C:11]1[CH:16]=[CH:15][C:14]([CH2:17][CH2:18][CH2:19][C:20]2[NH:21][CH:22]=[CH:23][N:24]=2)=[CH:13][CH:12]=1)[C:2]1[CH:7]=[CH:6][CH:5]=[CH:4][CH:3]=1 |f:1.2|. Conditions: time 40 minute. Yield: 40.5%. Procedure: Compound 56 (274 mg, 0.81 mmol) was first dissolved in acetonitrile (10 mL), with potassium permanganate (192 mg, 1.22 mol) and alumina (567 mg, 0.3 mol) added into the solution in batch. After stirring the resulting mixture at room temperature for 40 min, CH3OH (1 mL) was added to reduce excess oxidant. The mixture was filtered and the solid material was washed with DCM:CH3OH=10:1. The filtrate was evaporated and the resulting crude material was purified with silica gel column chromatography (P... The reactants are C(C1=CC=CC=C1)OC(NC1=CC=C(C=C1)CCCC=1NCCN1)=O (benzyl(4-(3-(4,5-dihydro-1H-imidazol-2-yl)propyl)phenyl)carbamate), [Mn](=O)(=O)(=O)[O-].[K+] (potassium permanganate), CO (CH3OH). Starting materials: C(#N)C=1SC2=C(N1)C=CC(=C2C#N)/N=C/N(C)C ((E)-N′-(2,7-dicyanobenzo[d]thiazol-6-yl)-N,N-dimethylformimidamide), NC1=CC(=C(C=C1)O)F (4-amino-2-fluorophenol), [K+].[Br-] (KBr). The solvent is C(Cl)Cl.CCOC(=O)C (DCM EtOAc). The product is FC=1C=C(C=CC1O)NC1=NC=NC2=CC=C3C(=C12)SC(=N3)C#N (9-(3-Fluoro-4-hydroxyphenylamino)thiazolo[5,4-f]quinazoline-2-carbonitrile). Isolated yield 58.0%. As a reaction SMILES: [C:1]([C:3]1[S:4][C:5]2[C:11]([C:12]#[N:13])=[C:10](/[N:14]=[CH:15]/[N:16](C)C)[CH:9]=[CH:8][C:6]=2[N:7]=1)#[N:2].N[C:20]1[CH:25]=[CH:24][C:23]([OH:26])=[C:22]([F:27])[CH:21]=1.[K+].[Br-]>C(Cl)Cl.CCOC(C)=O>[F:27][C:22]1[CH:21]=[C:20]([NH:13][C:12]2[C:11]3[C:10](=[CH:9][CH:8]=[C:6]4[N:7]=[C:3]([C:1]#[N:2])[S:4][C:5]4=3)[N:14]=[CH:15][N:16]=2)[CH:25]=[CH:24][C:23]=1[OH:26] |f:2.3,4.5|. Procedure: Prepared from VII and 4-amino-2-fluorophenol. Flash chromatography eluent (DCM-EtOAc, 5:5). Yield: 58%; orange solid; mp>260° C.; IR (KBr) νmax/cm−1 3375, 2228, 1731, 1649, 1619, 1578, 1512, 1470, 1373, 1347, 1292, 1241, 1204, 1150, 1111, 978, 943, 856, 836; 19F NMR (282 MHz, DMSO-d6) δ −136.8; 1H NMR (300 MHz, DMSO-d6) δ 8.46 (d, 1H, J=9.0 Hz), 8.15 (s, 1H), 7.69 (d, 1H, J=9.0 Hz), 6.97-6.81 (m, 3H); HRMS calcd for C16H9N5OSF (M+H+): 338.0512, found 338.0516.